Dataset: the Open Reaction Database (ORD), a public repository of structured organic reaction records. Task: describe an organic reaction: reactants, conditions, products, and yield Starting materials: ClC=1C=C(N)C=CC1Cl (3,4-dichloroaniline), C(C)(=O)[O-].[Na+] (sodium acetate), C([O-])([O-])=O.[Na+].[Na+] (sodium carbonate), Cl (hydrochloric acid), ClCC(=O)O (chloroacetic acid). Run in O (water), C(C)(=O)O (acetic acid), O (water). Product: ClC=1C=C(NCC(=O)O)C=CC1Cl ((3,4-Dichloroanilino)-acetic acid). The yield is 61.8%. Reaction SMILES: [Cl:1][C:2]1[CH:3]=[C:4]([CH:6]=[CH:7][C:8]=1[Cl:9])[NH2:5].[C:10]([O-:13])(=[O:12])[CH3:11].[Na+].ClCC(O)=O.C(=O)([O-])[O-].[Na+].[Na+].Cl>C(O)(=O)C.O>[Cl:1][C:2]1[CH:3]=[C:4]([CH:6]=[CH:7][C:8]=1[Cl:9])[NH:5][CH2:11][C:10]([OH:13])=[O:12] |f:1.2,4.5.6|. Procedure: A solution of 32.4 g (0.2 mol) of 3,4-dichloroaniline and 28 g (0.2 mol) of sodium acetate in 200 ml of acetic acid and 40 ml of water is stirred under reflux. A solution of 28.5 g (0.3 mol) of chloroacetic acid and 15.9 g (0.15 mol) of sodium carbonate in 100 ml of water is run in over the course of half an hour. The mixture is kept under reflux for 3 hours, 30 ml of concentrated hydrochloric acid are added and the acetic acid is evaporated in vacuo. The residue is taken up in ether, the soluti... Reactants: CCN=C=NCCCN(C)C, CCN(C(C)C)C(C)C, COc1ccc(Cn2nc(OC)c3cc(N)cnc32)cc1, COc1ccc(OCCCS(=O)(=O)Nc2ccc(Cl)c(C(=O)O)c2F)cc1, ClCCl, Cl, O, On1nnc2ccccc21. Product: COc1ccc(Cn2nc(OC)c3cc(NC(=O)c4c(Cl)ccc(NS(=O)(=O)CCCOc5ccc(OC)cc5)c4F)cnc32)cc1. As a reaction SMILES: [CH2:50]([N:51]=[C:52]=[N:53][CH2:54][CH2:55][CH2:56][N:57]([CH3:58])[CH3:59])[CH3:60].[CH2:72]([N:73]([CH:74]([CH3:75])[CH3:76])[CH:77]([CH3:78])[CH3:79])[CH3:80].[CH3:1][O:2][c:3]1[n:4][n:5]([CH2:13][c:14]2[cH:15][cH:16][c:17]([O:20][CH3:21])[cH:18][cH:19]2)[c:6]2[n:7][cH:8][c:9]([NH2:12])[cH:10][c:11]12.[Cl:22][c:23]1[cH:24][cH:25][c:26]([NH:33][S:34](=[O:35])(=[O:36])[CH2:37][CH2:38][CH2:39][O:40][c:41]2[cH:42][cH:43][c:44]([O:47][CH3:48])[cH:45][cH:46]2)[c:27]([F:32])[c:28]1[C:29](=[O:30])[OH:31].[Cl:81][CH2:82][Cl:83].[ClH:49].[OH2:61].[n:62]1([OH:63])[c:64]2[cH:65][cH:66][cH:67][cH:68][c:69]2[n:70][n:71]1>>[CH3:1][O:2][c:3]1[n:4][n:5]([CH2:13][c:14]2[cH:15][cH:16][c:17]([O:20][CH3:21])[cH:18][cH:19]2)[c:6]2[n:7][cH:8][c:9]([NH:12][C:29]([c:28]3[c:23]([Cl:22])[cH:24][cH:25][c:26]([NH:33][S:34](=[O:35])(=[O:36])[CH2:37][CH2:38][CH2:39][O:40][c:41]4[cH:42][cH:43][c:44]([O:47][CH3:48])[cH:45][cH:46]4)[c:27]3[F:32])=[O:30])[cH:10][c:11]12. Reactants: O=C(O)c1cc(Cl)ccc1COc1cccc(Cl)c1, Cl, COC(=O)c1ccc(C(C)N)cc1. The product is COC(=O)c1ccc(C(C)NC(=O)c2cc(Cl)ccc2COc2cccc(Cl)c2)cc1. Reaction SMILES: [Cl:1][c:2]1[cH:3][cH:4][c:5]([CH2:11][O:12][c:13]2[cH:14][c:15]([Cl:19])[cH:16][cH:17][cH:18]2)[c:6]([C:7](=[O:8])[OH:9])[cH:10]1.[ClH:20].[NH2:21][CH:22]([CH3:23])[c:24]1[cH:25][cH:26][c:27]([C:28](=[O:29])[O:30][CH3:31])[cH:32][cH:33]1>>[Cl:1][c:2]1[cH:3][cH:4][c:5]([CH2:11][O:12][c:13]2[cH:14][c:15]([Cl:19])[cH:16][cH:17][cH:18]2)[c:6]([C:7](=[O:9])[NH:21][CH:22]([CH3:23])[c:24]2[cH:25][cH:26][c:27]([C:28](=[O:29])[O:30][CH3:31])[cH:32][cH:33]2)[cH:10]1. Reactants: [Si](C1=CC=CC=C1)(C1=CC=CC=C1)(C(C)(C)C)OC[C@@H](CCC(=O)OC)I (5-t-Butyldiphenylsilyloxy-4-(R)-iodopentanoic acid, methyl ester), solution, [OH-].C(CCC)[N+](CCCC)(CCCC)CCCC (tetrabutylammonium hydroxide), CO (methanol), CO (methanol), C(C)(=S)O (Thioacetic acid), C(C)(=S)O (thioacetic acid). Run in C1(=CC=CC=C1)C (toluene), C1(=CC=CC=C1)C (toluene). Run at time 18 hour. Yields the product C(C)(=O)S[C@@H](CCC(=O)OC)CO[Si](C1=CC=CC=C1)(C1=CC=CC=C1)C(C)(C)C (4-(S)-Acetylthio-5-t-butyldiphenylsilyloxypentanoic acid, methyl ester). As a reaction SMILES: [C:1]([OH:4])(=[S:3])[CH3:2].[OH-].C([N+](CCCC)(CCCC)CCCC)CCC.CO.[Si:25]([O:42][CH2:43][C@H:44](I)[CH2:45][CH2:46][C:47]([O:49][CH3:50])=[O:48])([C:38]([CH3:41])([CH3:40])[CH3:39])([C:32]1[CH:37]=[CH:36][CH:35]=[CH:34][CH:33]=1)[C:26]1[CH:31]=[CH:30][CH:29]=[CH:28][CH:27]=1>C1(C)C=CC=CC=1>[C:1]([S:3][C@H:44]([CH2:43][O:42][Si:25]([C:38]([CH3:41])([CH3:40])[CH3:39])([C:26]1[CH:31]=[CH:30][CH:29]=[CH:28][CH:27]=1)[C:32]1[CH:33]=[CH:34][CH:35]=[CH:36][CH:37]=1)[CH2:45][CH2:46][C:47]([O:49][CH3:50])=[O:48])(=[O:4])[CH3:2] |f:1.2|. Procedure: Thioacetic acid (1 mL, 13.2 mmol) was added to 20 mL of toluene under a nitrogen atmosphere. A 1 M solution of tetrabutylammonium hydroxide in methanol (11 mL, 11 mmol) with a washing of 1 mL methanol was added to the thioacetic acid solution. The methanol was removed azeotropically with toluene and residual salt redissolved in 30 mL toluene. The salt solution with a washing of 20 mL toluene was added to a solution of 8 (4.75 g, 9.6 mmol) in 50 mL toluene and stirred under nitrogen for 18 hours....